From a dataset of the Open Reaction Database (ORD), a public repository of structured organic reaction records. describe an organic reaction: reactants, conditions, products, and yield Reactants: CC(=O)O, CC(=O)OC(C)=O, O=C(O)c1ccc(C(F)(F)F)cc1C(=O)O. The product is O=C1OC(=O)c2cc(C(F)(F)F)ccc21. RXN SMILES: [C:24]([OH:25])(=[O:26])[CH3:27].[CH3:17][C:18]([O:19][C:20](=[O:21])[CH3:22])=[O:23].[F:1][C:2]([c:3]1[cH:4][c:5]([C:12](=[O:13])[OH:14])[c:6]([C:7](=[O:8])[OH:9])[cH:10][cH:11]1)([F:15])[F:16]>>[F:1][C:2]([c:3]1[cH:4][c:5]2[c:6]([cH:10][cH:11]1)[C:7](=[O:8])[O:13][C:12]2=[O:14])([F:15])[F:16]. Starting materials: OC(CCOCc1ccccc1)COC(c1ccccc1)(c1ccccc1)c1ccccc1, CCCCCC, CS(=O)(=O)OCCOCc1ccccc1, CS(C)=O, [H-], [Na+], O. Product: c1ccc(COCCOC(CCOCc2ccccc2)COC(c2ccccc2)(c2ccccc2)c2ccccc2)cc1. RXN SMILES: [CH2:9]([c:10]1[cH:11][cH:12][cH:13][cH:14][cH:15]1)[O:16][CH2:17][CH2:18][CH:19]([CH2:20][O:21][C:22]([c:23]1[cH:24][cH:25][cH:26][cH:27][cH:28]1)([c:29]1[cH:30][cH:31][cH:32][cH:33][cH:34]1)[c:35]1[cH:36][cH:37][cH:38][cH:39][cH:40]1)[OH:41].[CH3:3][CH2:4][CH2:5][CH2:6][CH2:7][CH3:8].[CH3:42][S:43]([O:44][CH2:47][CH2:48][O:49][CH2:50][c:51]1[cH:52][cH:53][cH:54][cH:55][cH:56]1)(=[O:45])=[O:46].[CH3:57][S:58]([CH3:59])=[O:60].[H-:1].[Na+:2].[OH2:61]>>[CH2:9]([c:10]1[cH:11][cH:12][cH:13][cH:14][cH:15]1)[O:16][CH2:17][CH2:18][CH:19]([CH2:20][O:21][C:22]([c:23]1[cH:24][cH:25][cH:26][cH:27][cH:28]1)([c:29]1[cH:30][cH:31][cH:32][cH:33][cH:34]1)[c:35]1[cH:36][cH:37][cH:38][cH:39][cH:40]1)[O:41][CH2:47][CH2:48][O:49][CH2:50][c:51]1[cH:52][cH:53][cH:54][cH:55][cH:56]1. Starting materials: CC(=O)NC1(C(C)=O)CCc2c(O)c3c(c(O)c2C1)C(=O)c1ccccc1C3=O, CC(=O)O, Cl. Product: CC(=O)C1(N)CCc2c(O)c3c(c(O)c2C1)C(=O)c1ccccc1C3=O. Reaction SMILES: [C:1]([CH3:2])(=[O:3])[C:4]1([NH:26][C:27]([CH3:28])=[O:29])[CH2:5][CH2:6][c:7]2[c:8]([OH:25])[c:9]3[c:18]([c:19]([OH:22])[c:20]2[CH2:21]1)[C:17](=[O:23])[c:16]1[c:11]([cH:12][cH:13][cH:14][cH:15]1)[C:10]3=[O:24].[CH3:31][C:32](=[O:33])[OH:34].[ClH:30]>>[C:1]([CH3:2])(=[O:3])[C:4]1([NH2:26])[CH2:5][CH2:6][c:7]2[c:8]([OH:25])[c:9]3[c:18]([c:19]([OH:22])[c:20]2[CH2:21]1)[C:17](=[O:23])[c:16]1[c:11]([cH:12][cH:13][cH:14][cH:15]1)[C:10]3=[O:24]. The reactants are ClCC(=O)C1=CC2=C(OCCO2)C=C1 (2-chloro-1-(2,3-dihydro-benzo[1,4]dioxin-6-yl)-ethanone). Solvent: FC(C(=O)O)(F)F.C(C)[SiH](CC)CC (trifluoroacetic acid triethylsilane). The product is ClCCC1=CC2=C(OCCO2)C=C1 (6-(2-Chloro-ethyl)-2,3-dihydro-benzo[1,4]dioxine). Yield: 89.9%. RXN SMILES: [Cl:1][CH2:2][C:3]([C:5]1[CH:14]=[CH:13][C:8]2[O:9][CH2:10][CH2:11][O:12][C:7]=2[CH:6]=1)=O>FC(F)(F)C(O)=O.C([SiH](CC)CC)C>[Cl:1][CH2:2][CH2:3][C:5]1[CH:14]=[CH:13][C:8]2[O:9][CH2:10][CH2:11][O:12][C:7]=2[CH:6]=1 |f:1.2|. Procedure details: A solution of 2-chloro-1-(2,3-dihydro-benzo[1,4]dioxin-6-yl)-ethanone (0.5 g) in trifluoroacetic acid/triethylsilane (4 ml/1.3 ml) was stirred overnight then partitioned between dichloromethane and dilute aqueous sodium bicarbonate solution. The organic extract was dried and evaporated to give a brown oil (0.42 g) This was chromatographed on silica eluting with a dichloromethane/petroleum ether gradient affording the product as a clear oil (0.23 g). Starting materials: C=CCC1(C)CC(c2cccc(Cl)c2)C(c2ccc(Cl)cc2)N(C(CC)C(C)=O)C1=O, C1CCOC1. The product is C=CCC1(C)CC(c2cccc(Cl)c2)C(c2ccc(Cl)cc2)N(C(CC)C(C)O)C1=O. RXN SMILES: [CH2:1]([CH:2]=[CH2:3])[C:4]1([CH3:31])[C:5](=[O:30])[N:6]([CH:24]([C:25]([CH3:26])=[O:27])[CH2:28][CH3:29])[CH:7]([c:17]2[cH:18][cH:19][c:20]([Cl:23])[cH:21][cH:22]2)[CH:8]([c:10]2[cH:11][c:12]([Cl:16])[cH:13][cH:14][cH:15]2)[CH2:9]1.[CH2:32]1[O:33][CH2:34][CH2:35][CH2:36]1>>[CH2:1]([CH:2]=[CH2:3])[C:4]1([CH3:31])[C:5](=[O:30])[N:6]([CH:24]([CH:25]([CH3:26])[OH:27])[CH2:28][CH3:29])[CH:7]([c:17]2[cH:18][cH:19][c:20]([Cl:23])[cH:21][cH:22]2)[CH:8]([c:10]2[cH:11][c:12]([Cl:16])[cH:13][cH:14][cH:15]2)[CH2:9]1. Reactants: ClC1=NC=CC=C1[N+](=O)[O-] (2-chloro-3-nitropyridine), FC1=C(N)C=CC(=C1)F (2,4-difluoroaniline), C(C)(=O)O (acetic acid). Solvent: O (water). Conditions: temperature 110 celsius, time 1 hour. The product is FC1=C(NC2=NC=CC=C2[N+](=O)[O-])C=CC(=C1)F (2-(2,4-difluoroanilino)-3-nitropyridine). RXN SMILES: Cl[C:2]1[C:7]([N+:8]([O-:10])=[O:9])=[CH:6][CH:5]=[CH:4][N:3]=1.[F:11][C:12]1[CH:18]=[C:17]([F:19])[CH:16]=[CH:15][C:13]=1[NH2:14].C(O)(=O)C>O>[F:11][C:12]1[CH:18]=[C:17]([F:19])[CH:16]=[CH:15][C:13]=1[NH:14][C:2]1[C:7]([N+:8]([O-:10])=[O:9])=[CH:6][CH:5]=[CH:4][N:3]=1. Procedure: A mixture of (7.9 g., 0.05 mole) 2-chloro-3-nitropyridine and 12.9 g. (0.10 mole) of 2,4-difluoroaniline was purged with nitrogen and heated in an oil bath to 110° C. when the temperature rose spontaneously to 135° C. Heating was continued to 145° C. when a second spontaneous temperature rise occurred requiring temperature control with ice. The maximum internal temperature was 185° C. After slight cooling, 40 ml. of acetic acid and 60 ml. of water was added. After stirring one hour the crystalli...